This data is from the Open Reaction Database (ORD), a public repository of structured organic reaction records. The task is: describe an organic reaction: reactants, conditions, products, and yield Starting materials: Cl.N(C(=N)N)CCCC[C@@H](CC(=O)N)O ((S)-7-guanidino-3-hydroxyheptanamide hydrochloride), C1(CCCCC1)N=C=NC1CCCCC1 (dicyclohexylcarbodiimide). Reagents/catalysts: [Cu](Cl)Cl (copper(II) chloride). The solvent is CN(C=O)C (N,N-dimethylformamide). Conditions: time 2 day. Yields the product Cl.N(C(=N)N)CCCCC=CC(=O)N (7-guanidino-2-heptenamide hydrochloride). Yield: 89.5%. Reaction SMILES: [ClH:1].[NH:2]([CH2:6][CH2:7][CH2:8][CH2:9][C@H:10](O)[CH2:11][C:12]([NH2:14])=[O:13])[C:3]([NH2:5])=[NH:4].C1(N=C=NC2CCCCC2)CCCCC1>CN(C)C=O.[Cu](Cl)Cl>[ClH:1].[NH:2]([CH2:6][CH2:7][CH2:8][CH2:9][CH:10]=[CH:11][C:12]([NH2:14])=[O:13])[C:3]([NH2:5])=[NH:4] |f:0.1,5.6|. Procedure: To a solution of 955 mg (4 mmoles) of (S)-7-guanidino-3-hydroxyheptanamide hydrochloride in 20 ml of anhydrous N,N-dimethylformamide were added 2.48 g (12 mmoles) of dicyclohexylcarbodiimide and 40 mg of copper(II) chloride. The mixture was stirred for 2 days at room temperature. The reaction mixture was filtered to remove the precipitate and the filtrate was concentrated under reduced pressure. The residue was dissolved in 10 ml of water and washed twice with 10 ml of ethyl acetate. The aqueous... Yields the product ClC=1C=C(C=CC1Cl)C1(CCC1)C#N (1-(3,4-Dichlorophenyl)-1-cyclobutanecarbonitrile). The solvent is CS(=O)C (dimethylsulphoxide), O (water), CS(=O)C (dimethyl sulphoxide). Reactants: oil, CC(C)O (propan-2-ol), ClC=1C=C(CC#N)C=CC1Cl (3,4-dichlorobenzyl cyanide), BrCCCBr (1,3-dibromopropane), [H-].[Na+] (sodium hydride). Reaction SMILES: [Cl:1][C:2]1[CH:3]=[C:4]([CH:8]=[CH:9][C:10]=1[Cl:11])[CH2:5][C:6]#[N:7].Br[CH2:13][CH2:14][CH2:15]Br.[H-].[Na+].CC(O)C>CS(C)=O.O>[Cl:1][C:2]1[CH:3]=[C:4]([C:5]2([C:6]#[N:7])[CH2:15][CH2:14][CH2:13]2)[CH:8]=[CH:9][C:10]=1[Cl:11] |f:2.3|. Run at time 2 hour. Procedure details: A solution of 3,4-dichlorobenzyl cyanide (25 g) and 1,3-dibromopropane (15 ml) in dry dimethyl sulphoxide (150 ml) was added dropwise under nitrogen to a stirred mixture of sodium hydride (7.5 g) dispersed in mineral oil (7.5 g) and dimethylsulphoxide (200 ml) at a temperature in the range 30° to 35° C. The mixture was stirred at room temperature for two hours and propan-2-ol (8 ml) and then water (110 ml) were added dropwise. The mixture was filtered through a diatomaceous earth sold under the ... Run in C(C)#N (acetonitrile). As a reaction SMILES: Br[C:2]1[S:3][C:4]([NH:30][C:31](=[O:37])[O:32][C:33]([CH3:36])([CH3:35])[CH3:34])=[C:5]([C:7](=[O:29])[NH:8][C:9]2[CH:10]=[N:11][N:12]([CH3:28])[C:13]=2[N:14]2[CH2:20][CH2:19][CH2:18][C@H:17]([NH:21][C:22](=[O:27])[C:23]([F:26])([F:25])[F:24])[CH2:16][CH2:15]2)[N:6]=1.[F:38][C:39]1[CH:44]=[C:43](B2OC(C)(C)C(C)(C)O2)[CH:42]=[CH:41][N:40]=1.CC([O-])=O.[K+].C([O-])([O-])=O.[Na+].[Na+]>C(#N)C.C1C=CC(P([C]2[CH][CH][CH][CH]2)C2C=CC=CC=2)=CC=1.C1C=CC(P([C]2[CH][CH][CH][CH]2)C2C=CC=CC=2)=CC=1.Cl[Pd]Cl.[Fe]>[F:38][C:39]1[CH:44]=[C:43]([C:2]2[S:3][C:4]([NH:30][C:31](=[O:37])[O:32][C:33]([CH3:36])([CH3:35])[CH3:34])=[C:5]([C:7](=[O:29])[NH:8][C:9]3[CH:10]=[N:11][N:12]([CH3:28])[C:13]=3[N:14]3[CH2:20][CH2:19][CH2:18][C@H:17]([NH:21][C:22](=[O:27])[C:23]([F:26])([F:25])[F:24])[CH2:16][CH2:15]3)[N:6]=2)[CH:42]=[CH:41][N:40]=1 |f:2.3,4.5.6,8.9.10.11,^1:72,73,74,75,76,90,91,92,93,94|. Yield: 59.8%. Procedure: In a microwave reaction vial, tert-butyl N-[2-bromo-4-[[1-methyl-5-[(4S)-4-[(2,2,2-trifluoroacetyl)amino]azepan-1-yl]pyrazol-4-yl]carbamoyl]thiazol-5-yl]carbamate (100 mg, 0.16 mmol), 2-fluoro-4-(4,4,5,5-tetramethyl-1,3,2-dioxaborolan-2-yl)pyridine (110 mg, 0.49 mmol) and PD(DPPF)CL2 (12 mg, 0.016 mmol) were dissolved in acetonitrile (3 mL). 1.0M KOAc (0.25 mL, 0.25 mmol) and 1.0M Na2CO3 (0.25 mL, 0.25 mmol) were added and the reaction was irradiated with microwave at 120° C. for 30 min. The mix... Reagents/catalysts: C1=CC=C(C=C1)P(C2=CC=CC=C2)[C]3[CH][CH][CH][CH]3.C1=CC=C(C=C1)P(C2=CC=CC=C2)[C]3[CH][CH][CH][CH]3.Cl[Pd]Cl.[Fe] (PD(DPPF)CL2). Product: FC1=NC=CC(=C1)C=1SC(=C(N1)C(NC=1C=NN(C1N1CC[C@H](CCC1)NC(C(F)(F)F)=O)C)=O)NC(OC(C)(C)C)=O (tert-butyl N-[2-(2-fluoro-4-pyridyl)-4-[[1-methyl-5-[(4S)-4-[(2,2,2-trifluoroacetyl)amino]azepan-1-yl]pyrazol-4-yl]carbamoyl]thiazol-5-yl]carbamate). Reactants: BrC=1SC(=C(N1)C(NC=1C=NN(C1N1CC[C@H](CCC1)NC(C(F)(F)F)=O)C)=O)NC(OC(C)(C)C)=O (tert-butyl N-[2-bromo-4-[[1-methyl-5-[(4S)-4-[(2,2,2-trifluoroacetyl)amino]azepan-1-yl]pyrazol-4-yl]carbamoyl]thiazol-5-yl]carbamate), FC1=NC=CC(=C1)B1OC(C(O1)(C)C)(C)C (2-fluoro-4-(4,4,5,5-tetramethyl-1,3,2-dioxaborolan-2-yl)pyridine), CC(=O)[O-].[K+] (KOAc), C(=O)([O-])[O-].[Na+].[Na+] (Na2CO3). Starting materials: NC1=C(C=C(C=C1)Cl)C(=O)C1=CC(=NC=C1)C ((2-Amino-5-chloro-phenyl)-(2-methyl-pyridin-4-yl)-methanone), C1(CCCC1)C(CC#N)=O (3-Cyclopentyl-3-oxo-propionitrile). The product is ClC=1C=C2C(=C(C(=NC2=CC1)C1CCCC1)C#N)C1=CC(=NC=C1)C (6-Chloro-2-cyclopentyl-4-(2-methyl-pyridin-4-yl)-quinoline-3-carbonitrile). Reaction SMILES: [NH2:1][C:2]1[CH:7]=[CH:6][C:5]([Cl:8])=[CH:4][C:3]=1[C:9]([C:11]1[CH:16]=[CH:15][N:14]=[C:13]([CH3:17])[CH:12]=1)=O.[CH:18]1([C:23](=O)[CH2:24][C:25]#[N:26])[CH2:22][CH2:21][CH2:20][CH2:19]1>>[Cl:8][C:5]1[CH:4]=[C:3]2[C:2](=[CH:7][CH:6]=1)[N:1]=[C:23]([CH:18]1[CH2:22][CH2:21][CH2:20][CH2:19]1)[C:24]([C:25]#[N:26])=[C:9]2[C:11]1[CH:16]=[CH:15][N:14]=[C:13]([CH3:17])[CH:12]=1. Reported procedure: The title compound was prepared in analogy to example 101 step B from (2-amino-5-chloro-phenyl)-(2-methyl-pyridin-4-yl)-methanone (prepared in analogy to example 126 step B) and 3-cyclopentyl-3-oxo-propionitrile (prepared as described in example 105 step A). White solid. MS (ESI): 348.4 (M+H)+. Reactants: N[C@H]([C@@H](O)C)C(=O)O (D-threonine), C(=O)(O)[O-].[Na+] (NaHCO3), ClC(=O)OCCCCCCCC (n-Octyl chloroformate). The reagents and catalysts are [Br-].C(CCC)[N+](CCCC)(CCCC)CCCC (tetrabutylamonium bromide). The solvent is O (water), O (water), C1CCOC1 (THF). Yields the product O[C@H]([C@H](C(=O)O)NC(=O)OCCCCCCCC)C ((2R,3S)-3-hydroxy-2-{[(octyloxy)carbonyl]amino}butanoic acid). The yield is 26.6%. Reaction SMILES: C([O-])(O)=O.[Na+].[NH2:6][C@@H:7]([C:11]([OH:13])=[O:12])[C@H:8]([CH3:10])[OH:9].Cl[C:15]([O:17][CH2:18][CH2:19][CH2:20][CH2:21][CH2:22][CH2:23][CH2:24][CH3:25])=[O:16]>C1COCC1.O.[Br-].C([N+](CCCC)(CCCC)CCCC)CCC>[OH:9][C@@H:8]([CH3:10])[C@@H:7]([NH:6][C:15]([O:17][CH2:18][CH2:19][CH2:20][CH2:21][CH2:22][CH2:23][CH2:24][CH3:25])=[O:16])[C:11]([OH:13])=[O:12] |f:0.1,6.7|. Procedure: In a round bottom flask, NaHCO3 (9.74 g, 116 mmol) was suspended in THF (25 mL) and water (50 mL), then D-threonine (5.47 g, 46.0 mmol) and tetrabutylamonium bromide (0.547 g) were added. n-Octyl chloroformate (10 mL, 51.1 mmol) was added dropwise and the reaction vigorously stirred 18 h at rt. The mixture was then diluted with water, washed twice with Et2O and pH adjusted to 2 with 2M HCl solution. The aqueous phase was extracted with AcOEt, the collected organic phases were dried over Na2SO4, ...